describe an organic reaction: reactants, conditions, products, and yield From a dataset of the Open Reaction Database (ORD), a public repository of structured organic reaction records. Reactants: 3-[4-(5-phenyl-1,2,4-oxadiazolin-3-yl)phenyl]-5-[4-(2-ethoxycarbonyl-2-N-butylsulfonyl-aminoethyl)phenoxymethyl]-2-oxazolidinone, C1(=CC=CC=C1)C1NC(=NO1)C1=CC=C(N)C=C1 (4-(5-phenyl-1,2,4-oxadiazolin-3-yl)aniline), O1C(CO)C1 (2,3-epoxy-1-propanol). Reaction SMILES: [C:1]1([CH:7]2[O:11][N:10]=[C:9]([C:12]3[CH:18]=[CH:17][C:15]([NH2:16])=[CH:14][CH:13]=3)[NH:8]2)[CH:6]=[CH:5][CH:4]=[CH:3][CH:2]=1.[O:19]1[CH2:23][CH:20]1[CH2:21][OH:22]>>[C:1]1([CH:7]2[O:11][N:10]=[C:9]([C:12]3[CH:13]=[CH:14][C:15]([NH:16][CH2:23][CH:20]([OH:19])[CH2:21][OH:22])=[CH:17][CH:18]=3)[NH:8]2)[CH:2]=[CH:3][CH:4]=[CH:5][CH:6]=1. Reported procedure: 0.9 g of 3-[4-(5-phenyl-1,2,4-oxadiazolin-3-yl)phenyl]-5-[4-(2-ethoxycarbonyl-2-N-butylsulfonyl-aminoethyl)phenoxymethyl]-2-oxazolidinone [obtainable as in Example 1 by reacting 4-(5-phenyl-1,2,4-oxadiazolin-3-yl)aniline with 2,3-epoxy-1-propanol to give N-[4-(5-phenyl-1,2,4-oxadiazolin-3-yl)phenyl]-2,3-dihydroxypropylamine, reacting with diethyl carbonate in the presence of tert-butoxide to give 3-[4-(5-phenyl-1,2,4-oxadiazolin-3-yl)phenyl]-5-hydroxymethyl-2-oxazolidinone, esterifying with meth... The product is C1(=CC=CC=C1)C1NC(=NO1)C1=CC=C(C=C1)NCC(CO)O (N-[4-(5-phenyl-1,2,4-oxadiazolin-3-yl)phenyl]-2,3-dihydroxypropylamine). Reactants: C(=O)([O-])[O-].[K+].[K+] (K2CO3), O[C@H]1CN(CC1)CC#C ((R)-3-Hydroxy-1-prop-2-ynyl-pyrrolidine), C(C1=CC=CC=C1)(=O)O (benzoic acid), C1(=CC=CC=C1)P(C1=CC=CC=C1)C1=CC=CC=C1 (triphenyl phosphine), N(=NC(=O)OC(C)C)C(=O)OC(C)C (diisopropyl azodicarboxylate). Run in C1CCOC1 (THF). Reaction conditions: time 1.25 hour. Product: O[C@@H]1CN(CC1)CC#C ((S)-3-Hydroxy-1-prop-2-ynyl-pyrrolidine). RXN SMILES: [OH:1][C@@H:2]1[CH2:6][CH2:5][N:4]([CH2:7][C:8]#[CH:9])[CH2:3]1.C(O)(=O)C1C=CC=CC=1.C1(P(C2C=CC=CC=2)C2C=CC=CC=2)C=CC=CC=1.N(C(OC(C)C)=O)=NC(OC(C)C)=O.C([O-])([O-])=O.[K+].[K+]>C1COCC1>[OH:1][C@H:2]1[CH2:6][CH2:5][N:4]([CH2:7][C:8]#[CH:9])[CH2:3]1 |f:4.5.6|. Reported procedure: To a solution of (R)-3-hydroxy-1-prop-2-ynyl-pyrrolidine (200 mg, 1.59 mmol) (see Example 92A), benzoic acid (230 mg, 1.91 mmol) (Aldrich) and triphenyl phosphine (628 mg, 2.39 mmol) (Aldrich) in 25 mL of THF, was added diisopropyl azodicarboxylate (485 mg, 2.39 mmol) (Aldrich) at 0° C. The mixture was stirred for 1.25 hr and then partitioned between EtOAc and aqueous saturated Na2CO3. The organic layer was dried over Na2SO4, concentrated, and the residue was passed through a silica gel column w... The reactants are Cc1ccccc1, COc1ccccc1N1CCN(CCCl)CC1, O=C(Nc1ccccc1C(F)(F)F)C1CCCCC1, [Na+], [OH-], O. Product: COc1ccccc1N1CCN(CCN(C(=O)C2CCCCC2)c2ccccc2C(F)(F)F)CC1. RXN SMILES: [CH3:39][c:40]1[cH:41][cH:42][cH:43][cH:44][cH:45]1.[Cl:20][CH2:21][CH2:22][N:23]1[CH2:24][CH2:25][N:26]([c:29]2[c:30]([O:35][CH3:36])[cH:31][cH:32][cH:33][cH:34]2)[CH2:27][CH2:28]1.[F:1][C:2]([c:3]1[c:4]([NH:9][C:10](=[O:11])[CH:12]2[CH2:13][CH2:14][CH2:15][CH2:16][CH2:17]2)[cH:5][cH:6][cH:7][cH:8]1)([F:18])[F:19].[Na+:38].[OH-:37].[OH2:46]>>[F:1][C:2]([c:3]1[c:4]([N:9]([C:10](=[O:11])[CH:12]2[CH2:13][CH2:14][CH2:15][CH2:16][CH2:17]2)[CH2:21][CH2:22][N:23]2[CH2:24][CH2:25][N:26]([c:29]3[c:30]([O:35][CH3:36])[cH:31][cH:32][cH:33][cH:34]3)[CH2:27][CH2:28]2)[cH:5][cH:6][cH:7][cH:8]1)([F:18])[F:19]. The reactants are NC1=C(C=C(C(=C1)Cl)[N+](=O)[O-])O (2-amino-4-chloro-5-nitrophenol), FC1=C(C(=O)Cl)C(=C(C(=C1F)F)F)F (2,3,4,5,6-pentafluorobenzoyl chloride). The solvent is C(C)#N (acetonitrile), CC(=O)C (acetone). The product is FC1=C(C(=O)NC2=C(C=C(C(=C2)Cl)[N+](=O)[O-])O)C(=C(C(=C1F)F)F)F (2-(2,3,4,5,6-pentafluorobenzamido)-4-chloro-5-nitrophenol). The yield is 84.9%. RXN SMILES: [NH2:1][C:2]1[CH:7]=[C:6]([Cl:8])[C:5]([N+:9]([O-:11])=[O:10])=[CH:4][C:3]=1[OH:12].[F:13][C:14]1[C:22]([F:23])=[C:21]([F:24])[C:20]([F:25])=[C:19]([F:26])[C:15]=1[C:16](Cl)=[O:17]>C(#N)C.CC(C)=O>[F:13][C:14]1[C:22]([F:23])=[C:21]([F:24])[C:20]([F:25])=[C:19]([F:26])[C:15]=1[C:16]([NH:1][C:2]1[CH:7]=[C:6]([Cl:8])[C:5]([N+:9]([O-:11])=[O:10])=[CH:4][C:3]=1[OH:12])=[O:17]. Reported procedure: In 100 ml of acetonitrile was dispersed 18.9 g (0.10 mole) of 2-amino-4-chloro-5-nitrophenol and a solution of 23.1 g (0.10 mole) of 2,3,4,5,6-pentafluorobenzoyl chloride in 50 ml of acetone was added dropwide to the resultant dispersion. After heating under reflux for 3 hours, the reaction mixture was ice-cooled and the precipitated solids were collected by filtration, washed with cooled acetonitrile and dried to obtain 32.5 g of 2-(2,3,4,5,6-pentafluorobenzamido)-4-chloro-5-nitrophenol (Yield ... Starting materials: ClC=1C=CC2=C(C(=NCC(=N2)NN)C2=CC=CC=C2)C1 (7-chloro-2-hydrazino-5-phenyl-3H-1,4-benzodiazepine), CS(=O)(=O)OCC(CCCC(=O)OC)=O (5-carbomethoxy-2-oxopentyl methanesulfonate). The solvent is O1CCCC1 (tetrahydrofuran). The product is ClC=1C=CC2=C(C(=NCC(=N2)NN=C(CO)CCCC(=O)OC)C2=CC=CC=C2)C1 (7-chloro-2-[[2-hydroxy-1-(3-carbomethoxypropyl)ethylidene]hydrazino] -5-phenyl-3H-1,4-benzodiazepine), methanesulfonate ester. As a reaction SMILES: [Cl:1][C:2]1[CH:3]=[CH:4][C:5]2[N:11]=[C:10]([NH:12][NH2:13])[CH2:9][N:8]=[C:7]([C:14]3[CH:19]=[CH:18][CH:17]=[CH:16][CH:15]=3)[C:6]=2[CH:20]=1.CS([O:25][CH2:26][C:27](=O)[CH2:28][CH2:29][CH2:30][C:31]([O:33][CH3:34])=[O:32])(=O)=O>O1CCCC1>[Cl:1][C:2]1[CH:3]=[CH:4][C:5]2[N:11]=[C:10]([NH:12][N:13]=[C:27]([CH2:28][CH2:29][CH2:30][C:31]([O:33][CH3:34])=[O:32])[CH2:26][OH:25])[CH2:9][N:8]=[C:7]([C:14]3[CH:19]=[CH:18][CH:17]=[CH:16][CH:15]=3)[C:6]=2[CH:20]=1. Procedure details: In the manner given in Example 1, 7-chloro-2-hydrazino-5-phenyl-3H-1,4-benzodiazepine in tetrahydrofuran can be treated with 5-carbomethoxy-2-oxopentyl methanesulfonate under nitrogen to give 7-chloro-2-[[2-hydroxy-1-(3-carbomethoxypropyl)ethylidene]hydrazino] -5-phenyl-3H-1,4-benzodiazepine, methanesulfonate ester. Reactants: FC=1C=CC2=C(C(=NCC=3N2C(=NN3)CCl)C3=CC=CC=C3)C1 (8-fluoro-1 -(chloromethyl)-6-phenyl-4H-s-triazolo[4,3-a][1,4]benzodiazepine), [I-].[K+] (potassium iodide), N1CCCCC1 (piperidine). The solvent is O1CCCC1 (tetrahydrofuran). The product is FC=1C=CC2=C(C(=NCC=3N2C(=NN3)CN3CCCCC3)C3=CC=CC=C3)C1 (8-fluoro-1-(piperidinomethyl)-6-phenyl-4H-s-triazolo[4,3-a][1,4]benzodiazepine). Reaction SMILES: [F:1][C:2]1[CH:3]=[CH:4][C:5]2[N:11]3[C:12]([CH2:15]Cl)=[N:13][N:14]=[C:10]3[CH2:9][N:8]=[C:7]([C:17]3[CH:22]=[CH:21][CH:20]=[CH:19][CH:18]=3)[C:6]=2[CH:23]=1.[I-].[K+].[NH:26]1[CH2:31][CH2:30][CH2:29][CH2:28][CH2:27]1>O1CCCC1>[F:1][C:2]1[CH:3]=[CH:4][C:5]2[N:11]3[C:12]([CH2:15][N:26]4[CH2:31][CH2:30][CH2:29][CH2:28][CH2:27]4)=[N:13][N:14]=[C:10]3[CH2:9][N:8]=[C:7]([C:17]3[CH:22]=[CH:21][CH:20]=[CH:19][CH:18]=3)[C:6]=2[CH:23]=1 |f:1.2|. Procedure details: In the manner given in Preparation 48, 8-fluoro-1 -(chloromethyl)-6-phenyl-4H-s-triazolo[4,3-a][1,4]benzodiazepine, potassium iodide, and piperidine in tetrahydrofuran are reacted to give 8-fluoro-1-(piperidinomethyl)-6-phenyl-4H-s-triazolo[4,3-a][1,4]benzodiazepine.